The task is: describe an organic reaction: reactants, conditions, products, and yield. This data is from the Open Reaction Database (ORD), a public repository of structured organic reaction records. The reactants are C1N(CC[C@@]12CNCC2)C2=CC=C(C=C2)N2C(C1=CC=C(C=C1CC2)O)=O (2-[(S)-4-(2,7-diaza-spiro[4.4]non-2-yl)-phenyl]-6-hydroxy-3,4-dihydro-2H-isoquinolin-1-one), BrCCCF (1-bromo-3-fluoro-propane), C(O)([O-])=O.[Na+] (sodium hydrogencarbonate), CN1CCCC1=O (NMP). Solvent: O (water), C(C)(=O)OCC (ethyl acetate). Reaction conditions: temperature 50 celsius. Yields the product FCCCN1C[C@@]2(CCN(C2)C2=CC=C(C=C2)N2C(C3=CC=C(C=C3CC2)O)=O)CC1 (2-{4-[(S)-7-(3-Fluoro-propyl)-2,7-diaza-spiro[4.4]non-2-yl]-phenyl}-6-hydroxy-3,4-dihydro-2H-isoquinolin-1-one). As a reaction SMILES: [CH2:1]1[C@@:5]2([CH2:9][CH2:8][NH:7][CH2:6]2)[CH2:4][CH2:3][N:2]1[C:10]1[CH:15]=[CH:14][C:13]([N:16]2[CH2:25][CH2:24][C:23]3[C:18](=[CH:19][CH:20]=[C:21]([OH:26])[CH:22]=3)[C:17]2=[O:27])=[CH:12][CH:11]=1.Br[CH2:29][CH2:30][CH2:31][F:32].C(=O)([O-])O.[Na+].CN1C(=O)CCC1>O.C(OCC)(=O)C>[F:32][CH2:31][CH2:30][CH2:29][N:7]1[CH2:8][CH2:9][C@@:5]2([CH2:1][N:2]([C:10]3[CH:15]=[CH:14][C:13]([N:16]4[CH2:25][CH2:24][C:23]5[C:18](=[CH:19][CH:20]=[C:21]([OH:26])[CH:22]=5)[C:17]4=[O:27])=[CH:12][CH:11]=3)[CH2:3][CH2:4]2)[CH2:6]1 |f:2.3|. Procedure: A mixture of 2-[(S)-4-(2,7-diaza-spiro[4.4]non-2-yl)-phenyl]-6-hydroxy-3,4-dihydro-2H-isoquinolin-1-one (0.20 g), 1-bromo-3-fluoro-propane (76 mg), sodium hydrogencarbonate (10 mg) and NMP (5 mL) was heated at 50° C. for 15 hours. The reaction mixture was distributed between ethyl acetate and water. The organic phase was dried over magnesium sulfate and concentrated. The raw product was purified by preparative HPLC. In this way the product was obtained with molecular weight 423.54 (C25H30FN3O2);... The reactants are ClC1=CC=C(C=C1)I (1-chloro-4-iodo-benzene), COC(C1=CC(=CC=C1)CN(C(C#CC1=CC=CC=C1)=O)C1=CC(=CC=C1)F)=O (3-{[(3-fluoro-phenyl)-(3-phenyl-propynoyl)-amino]-methyl}-benzoic acid methyl ester). The product is COC(C1=CC(=CC=C1)CN1C(/C(/C2=CC=C(C=C12)F)=C(\C1=CC=CC=C1)/C1=CC=C(C=C1)Cl)=O)=O (3-{3-[1-(4-Chloro-phenyl)-1-phenyl-meth-(E)-ylidene]-6-fluoro-2-oxo-2,3-dihydro-indol-1-ylmethyl}-benzoic acid methyl ester). As a reaction SMILES: [Cl:1][C:2]1[CH:7]=[CH:6][C:5](I)=[CH:4][CH:3]=1.[CH3:9][O:10][C:11](=[O:37])[C:12]1[CH:17]=[CH:16][CH:15]=[C:14]([CH2:18][N:19]([C:30]2[CH:35]=[CH:34][CH:33]=[C:32]([F:36])[CH:31]=2)[C:20](=[O:29])[C:21]#[C:22][C:23]2[CH:28]=[CH:27][CH:26]=[CH:25][CH:24]=2)[CH:13]=1>>[CH3:9][O:10][C:11](=[O:37])[C:12]1[CH:17]=[CH:16][CH:15]=[C:14]([CH2:18][N:19]2[C:30]3[C:35](=[CH:34][CH:33]=[C:32]([F:36])[CH:31]=3)/[C:21](=[C:22](\[C:5]3[CH:6]=[CH:7][C:2]([Cl:1])=[CH:3][CH:4]=3)/[C:23]3[CH:28]=[CH:27][CH:26]=[CH:25][CH:24]=3)/[C:20]2=[O:29])[CH:13]=1. Reported procedure: The title compound was prepared in analogy to Example 5 starting from 1-chloro-4-iodo-benzene (commercially available) and 3-{[(3-fluoro-phenyl)-(3-phenyl-propynoyl)-amino]-methyl}-benzoic acid methyl ester. 1H NMR (300 Hz, CDCl3): δppm 3.90 (s, 3H), 4.96 (s, 2H), 6.48 (d, 1H), 7.10 (d, 1H), 7.19 (d, 1H), 7.31-7.50 (m, 11H), 7.94 (d, 1H), 7.98 (s, 1H). The reactants are CN1C=CC2=CC=CC(=C12)O (1-Methyl-indol-7-ol), C(C1=CC=CC=C1)OC=1C=CC=C2C=CNC12 (7-benzyloxyindole), C(C(=O)OC)(=O)OC (dimethyl oxalate), CC(C)([O-])C.[K+] (potassium tert-butoxide), C(=O)(O)[O-].[Na+] (NaHCO3). Solvent: CN(C)C=O (DMF). Run at temperature 110 celsius, time 8 hour. Yields the product C(C1=CC=CC=C1)OC=1C=CC=C2C=CN(C12)C (7-benzyloxy-1-methylindole). As a reaction SMILES: [CH3:1][N:2]1[C:10]2[C:5](=[CH:6][CH:7]=[CH:8][C:9]=2[OH:11])[CH:4]=[CH:3]1.[CH2:12](OC1C=CC=C2C=1NC=C2)[C:13]1[CH:18]=[CH:17][CH:16]=[CH:15][CH:14]=1.C(OC)(=O)C(OC)=O.CC(C)([O-])C.[K+].C([O-])(O)=O.[Na+]>CN(C=O)C>[CH2:12]([O:11][C:9]1[CH:8]=[CH:7][CH:6]=[C:5]2[C:10]=1[N:2]([CH3:1])[CH:3]=[CH:4]2)[C:13]1[CH:18]=[CH:17][CH:16]=[CH:15][CH:14]=1 |f:3.4,5.6|. Procedure details: 1-Methyl-indol-7-ol: A mixture of 7-benzyloxyindole (300 mg, 1.34 mmol), dimethyl oxalate (317 mg, 2.68 mmol) and potassium tert-butoxide (302 mg, 2.68 mmol) in 5 mL DMF was stirred at 110° C. overnight. The solution was poured into NaHCO3 saturated solution (20 mL) and extracted with EtOAc. The organic layer was separated, washed with brine and dried over Na2SO4. The solvent was removed in vacuo to yield 200 mg of 7-benzyloxy-1-methylindole, which was hydrogenated by 5% Pd/C in 20 mL methanol u... Starting materials: ClC1=NC2=C(C(=N1)Cl)CCC2 (2,4-dichloro-6,7-dihydro-5H-cyclopentapyrimidine), C(C)(C)(C)N (tert-butylamine). The solvent is C(C)(C)O (isopropanol). Product: C(C)(C)(C)NC1=NC(=NC2=C1CCC2)Cl (tert-butyl-(2-chloro-6,7-dihydro-5H-cyclopentapyrimidin-4-yl)-amine). Yield: 63.8%. Reaction SMILES: [Cl:1][C:2]1[N:7]=[C:6](Cl)[C:5]2[CH2:9][CH2:10][CH2:11][C:4]=2[N:3]=1.[C:12]([NH2:16])([CH3:15])([CH3:14])[CH3:13]>C(O)(C)C>[C:12]([NH:16][C:6]1[C:5]2[CH2:9][CH2:10][CH2:11][C:4]=2[N:3]=[C:2]([Cl:1])[N:7]=1)([CH3:15])([CH3:14])[CH3:13]. Procedure details: A mixture of 2,4-dichloro-6,7-dihydro-5H-cyclopentapyrimidine (0.47 g, 2.5 mmol), tert-butylamine (1.25 ml, 11.8 mmol) and isopropanol (5 ml) was heated at reflux for 8 to 18 hours. After evaporation of volatiles the mixture was purified by flash chromatography over silica gel to afford the title compound as a white solid (0.36 g, 64% yield). Starting materials: CC(C(C#N)(NC(C)=S)NC(C)=S)CC (3,4-Bis-methyldithioacetamidobutyronitrile), Cl (HCl), C(=O)=O.C(Cl)(Cl)(Cl)Cl (CO2 CCl4), Cl (HCl). The solvent is CO (MeOH), CCOCC (Et2O). Reaction conditions: time 5 minute. The product is Cl.CC(C(C(OC)=N)(NC(C)=S)NC(C)=S)CC (Methyl 3,4-bis-methyldithioacetamidobutyrimidate hydrogen chloride salt). Yield: 66.0%. Reaction SMILES: [CH3:1][CH:2]([CH2:14][CH3:15])[C:3]([NH:10][C:11](=[S:13])[CH3:12])([NH:6][C:7](=[S:9])[CH3:8])[C:4]#[N:5].[C:16](=O)=[O:17].C(Cl)(Cl)(Cl)[Cl:20].Cl>CO.CCOCC>[ClH:20].[CH3:1][CH:2]([CH2:14][CH3:15])[C:3]([NH:6][C:7](=[S:9])[CH3:8])([NH:10][C:11](=[S:13])[CH3:12])[C:4](=[NH:5])[O:17][CH3:16] |f:1.2,6.7|. Procedure: A suspension of 141 mg (0.41 mmol) of 7 in 1.66 mL of MeOH and 4.15 mL of Et2O was cooled to -20° C. (CO2 /CCl4), and HCl gas was passed through the mixture via septum inlet for 5 minutes, until most of the solids had dissolved and the solution was saturated with HCl. The mixture was placed in the freezer in a desiccator for 66 hours and then concentrated in vacuo to produce a white foamy solid. The solid was broken up, washed with three portions of anhydrous Et2O, dried in vacuo to give 111 mg ... The reactants are CN(C)c1ccncc1, N#Cc1ccc(S(=O)(=O)Cl)cc1Cl, ClCCl, FC(F)(F)c1ccc(-c2ccc3c(c2)CCN3)cn1, c1ccncc1. Product: N#Cc1ccc(S(=O)(=O)N2CCc3cc(-c4ccc(C(F)(F)F)nc4)ccc32)cc1Cl. RXN SMILES: [CH3:42][N:43]([CH3:44])[c:45]1[cH:46][cH:47][n:48][cH:49][cH:50]1.[Cl:1][c:2]1[cH:3][c:4]([S:10](=[O:11])(=[O:12])[Cl:13])[cH:5][cH:6][c:7]1[C:8]#[N:9].[Cl:39][CH2:40][Cl:41].[F:14][C:15]([c:16]1[cH:17][cH:18][c:19](-[c:22]2[cH:23][c:24]3[c:28]([cH:29][cH:30]2)[NH:27][CH2:26][CH2:25]3)[cH:20][n:21]1)([F:31])[F:32].[cH:33]1[cH:34][cH:35][n:36][cH:37][cH:38]1>>[Cl:1][c:2]1[cH:3][c:4]([S:10](=[O:11])(=[O:12])[N:27]2[CH2:26][CH2:25][c:24]3[cH:23][c:22](-[c:19]4[cH:18][cH:17][c:16]([C:15]([F:14])([F:31])[F:32])[n:21][cH:20]4)[cH:30][cH:29][c:28]32)[cH:5][cH:6][c:7]1[C:8]#[N:9].